From a dataset of the Open Reaction Database (ORD), a public repository of structured organic reaction records. describe an organic reaction: reactants, conditions, products, and yield Starting materials: FC1=C(C=C(C=C1)F)C1=C[C@H](N(C1)C(=O)N(C)C)C1=CC(=CC=C1)O ((2S)-4-(2,5-difluorophenyl)-2-(3-hydroxyphenyl)-N,N-dimethyl-2,5-dihydro-1H-pyrrole-1-carboxamide), CCN(C(C)C)C(C)C (iPr2NEt), C(Cl)(Cl)(Cl)Cl (CCl4), P(OCC1=CC=CC=C1)(OCC1=CC=CC=C1)[O-] (dibenzyl phosphite). The reagents and catalysts are CN(C)C=1C=CN=CC1 (DMAP). The solvent is CC#N (CH3CN). Reaction conditions: temperature 25 celsius, time 2 hour. Yields the product P(=O)(OCC1=CC=CC=C1)(OCC1=CC=CC=C1)OC1=CC(=CC=C1)[C@H]1N(CC(=C1)C1=C(C=CC(=C1)F)F)C(=O)N(C)C (dibenzyl 3-{(2S)-4-(2,5-difluorophenyl)-1-[(dimethylamino)carbonyl]-2,5-dihydro-1H-pyrrol-2-yl}phenyl phosphate). RXN SMILES: [F:1][C:2]1[CH:7]=[CH:6][C:5]([F:8])=[CH:4][C:3]=1[C:9]1[CH2:13][N:12]([C:14]([N:16]([CH3:18])[CH3:17])=[O:15])[C@H:11]([C:19]2[CH:24]=[CH:23][CH:22]=[C:21]([OH:25])[CH:20]=2)[CH:10]=1.CCN(C(C)C)C(C)C.C(Cl)(Cl)(Cl)Cl.[P:40]([O-:57])([O:49][CH2:50][C:51]1[CH:56]=[CH:55][CH:54]=[CH:53][CH:52]=1)[O:41][CH2:42][C:43]1[CH:48]=[CH:47][CH:46]=[CH:45][CH:44]=1>CC#N.CN(C1C=CN=CC=1)C>[P:40]([O:25][C:21]1[CH:22]=[CH:23][CH:24]=[C:19]([C@@H:11]2[CH:10]=[C:9]([C:3]3[CH:4]=[C:5]([F:8])[CH:6]=[CH:7][C:2]=3[F:1])[CH2:13][N:12]2[C:14]([N:16]([CH3:18])[CH3:17])=[O:15])[CH:20]=1)([O:41][CH2:42][C:43]1[CH:48]=[CH:47][CH:46]=[CH:45][CH:44]=1)([O:49][CH2:50][C:51]1[CH:56]=[CH:55][CH:54]=[CH:53][CH:52]=1)=[O:57]. Reported procedure: (2S)-4-(2,5-difluorophenyl)-2-(3-hydroxyphenyl)-N,N-dimethyl-2,5-dihydro-1H-pyrrole-1-carboxamide (4-2, 97 mg, 0.28 mmol) in anhydrous CH3CN (1.0 mL) at 0° C. was treated sequentially with iPr2NEt (0.10 mL, 0.6 mmol), CCl4 (0.14 mL, 1.5 mmol), DMAP (catalytic) and lastly dibenzyl phosphite (0.09 mL, 0.40 mmol) and the resulting off-yellow solution was stirred 2 h at 25° C. Upon completion, the reaction was concentrated and directly subjected to flash column chromatography (SiO2, 0-100% EtOAc/hex...